Dataset: the Open Reaction Database (ORD), a public repository of structured organic reaction records. Task: describe an organic reaction: reactants, conditions, products, and yield Reported procedure: To a stirred solution of 6,7-dimethoxy-1,2, 3,4-tetrahydroisoquinoline (3.00 g, 15.4 mmol, 1.00 equiv) in anhydrous pyridine (100 mL) under argon at room temperature was added acetic anhydride (14.5 mL, 154 mmol, 10.0 equiv) over 15 min. The resulting mixture was stirred at room temperature for 2 h, and then at reflux for 6 h. The volatiles were removed by rotary evaporation at 80° C. under high vacuum. The residue was flash chromatographed on silica gel (MeOH-CH2Cl2 8:92) to afford 3.21 g (89%)... The solvent is N1=CC=CC=C1 (pyridine). Isolated yield 88.6%. Run at time 2 hour. Product: COC=1C=C2CCN(CC2=CC1OC)C(C)=O (1-(6,7-Dimethoxy-3,4-dihydro-1H-isoquinolin-2-yl)ethanone). Reaction SMILES: [CH3:1][O:2][C:3]1[CH:4]=[C:5]2[C:10](=[CH:11][C:12]=1[O:13][CH3:14])[CH2:9][NH:8][CH2:7][CH2:6]2.[C:15](OC(=O)C)(=[O:17])[CH3:16]>N1C=CC=CC=1>[CH3:1][O:2][C:3]1[CH:4]=[C:5]2[C:10](=[CH:11][C:12]=1[O:13][CH3:14])[CH2:9][N:8]([C:15](=[O:17])[CH3:16])[CH2:7][CH2:6]2. The reactants are COC=1C=C2CCNCC2=CC1OC (6,7-dimethoxy-1,2, 3,4-tetrahydroisoquinoline), C(C)(=O)OC(C)=O (acetic anhydride). Starting materials: CC(=O)OC(C)=O, CC(=O)O, COc1cccc(N)c1C(=O)NC1CCN(C(C)CC(C(=O)N(C)C)(c2ccccc2)c2ccccc2)CC1O. The product is COc1cccc(NC(C)=O)c1C(=O)NC1CCN(C(C)CC(C(=O)N(C)C)(c2ccccc2)c2ccccc2)CC1O. Reaction SMILES: [C:41]([CH3:42])(=[O:43])[O:44][C:45](=[O:46])[CH3:47].[CH3:48][C:49](=[O:50])[OH:51].[NH2:1][c:2]1[c:3]([C:4](=[O:5])[NH:6][CH:7]2[CH:8]([OH:34])[CH2:9][N:10]([CH:13]([CH2:14][C:15]([C:16](=[O:17])[N:18]([CH3:19])[CH3:20])([c:21]3[cH:22][cH:23][cH:24][cH:25][cH:26]3)[c:27]3[cH:28][cH:29][cH:30][cH:31][cH:32]3)[CH3:33])[CH2:11][CH2:12]2)[c:35]([O:39][CH3:40])[cH:36][cH:37][cH:38]1>>[NH:1]([c:2]1[c:3]([C:4](=[O:5])[NH:6][CH:7]2[CH:8]([OH:34])[CH2:9][N:10]([CH:13]([CH2:14][C:15]([C:16](=[O:17])[N:18]([CH3:19])[CH3:20])([c:21]3[cH:22][cH:23][cH:24][cH:25][cH:26]3)[c:27]3[cH:28][cH:29][cH:30][cH:31][cH:32]3)[CH3:33])[CH2:11][CH2:12]2)[c:35]([O:39][CH3:40])[cH:36][cH:37][cH:38]1)[C:41]([CH3:42])=[O:43]. The reactants are C1(=CC=CC=C1)C1=CC=CC=2C3=CC=CC=C3C(C12)O (1-phenyl-9H-fluoren-9-ol), COC([C@@H](NC(=O)OCC1C2=CC=CC=C2C=2C=CC=CC12)CO)=O (Nα -(9-fluorenylmethoxycarbonyl)-L-serine methyl ester), OS(=O)(=O)O (H2SO4). Reagents/catalysts: FC(C(=O)O)(F)F (trifluoroacetic acid). The product is C1(=CC=CC=C1)C1=CC=CC=2C3=CC=CC=C3C(C12)OC[C@H](N)C(=O)O (O-(1-Phenyl-9H-fluoren-9-yl)-L-serine). Reaction SMILES: [C:1]1([C:7]2[C:19]3[CH:18]([OH:20])[C:17]4[C:12](=[CH:13][CH:14]=[CH:15][CH:16]=4)[C:11]=3[CH:10]=[CH:9][CH:8]=2)[CH:6]=[CH:5][CH:4]=[CH:3][CH:2]=1.C[O:22][C:23](=[O:45])[C@H:24]([CH2:43]O)[NH:25]C(OCC1C2C=CC=CC=2C2C1=CC=CC=2)=O.OS(O)(=O)=O>FC(F)(F)C(O)=O>[C:1]1([C:7]2[C:19]3[CH:18]([O:20][CH2:43][C@@H:24]([C:23]([OH:45])=[O:22])[NH2:25])[C:17]4[C:12](=[CH:13][CH:14]=[CH:15][CH:16]=4)[C:11]=3[CH:10]=[CH:9][CH:8]=2)[CH:2]=[CH:3][CH:4]=[CH:5][CH:6]=1. Procedure: from 1-phenyl-9H-fluoren-9-ol (prepared by NaBH4 reduction of 1-phenyl-9H-fluoren-9-one) and Nα -(9-fluorenylmethoxycarbonyl)-L-serine methyl ester following method A, using trifluoroacetic acid as catalyst in place of H2SO4 ; and Reactants: OCCN(C(=O)C1=NC(=NC(=C1OCC1=CC=CC=C1)O)CC1=C(C=CC=C1)Br)C(C)C (5-Benzyloxy-2-(2-bromobenzyl)-6-hydroxypyrimidine-4-carboxylic acid (2-hydroxyethyl)-isopropylamide), C1(=CC=CC=C1)P(C1=CC=CC=C1)C1=CC=CC=C1 (triphenyl phosphine), CCOC(=O)/N=N/C(=O)OCC (DEAD). Yields the product C(C1=CC=CC=C1)OC1=C2N(C(=NC1=O)CC1=C(C=CC=C1)Br)CCN(C2=O)C(C)C (9-benzyloxy-6-(2-bromobenzyl)-2-isopropyl-3,4-dihydro-2H-pyrazino[1,2-c]pyrimidine-1,8-dione). Run at time 10 minute. Isolated yield 29.0%. Solvent: ClCCl (dichloromethane). Procedure details: To a stirred solution of 5-benzyloxy-2-(2-bromobenzyl)-6-hydroxypyrimidine-4-carboxylic acid (2-hydroxyethyl)-isopropylamide (151) (400 mg, 0.8 mmol) in dichloromethane (10 mL) was added triphenyl phosphine (310.55 mg, 1.18 mmol) at room temperature. The mixture was stirred for 10 min. Then DEAD (0.186 mL, 1.18 mmol) was added at room temperature and the mixture was stirred for another 2 h. After completion of the reaction, the mixture was concentrated under reduced pressure to get a crude produ... As a reaction SMILES: O[CH2:2][CH2:3][N:4]([CH:30]([CH3:32])[CH3:31])[C:5]([C:7]1[C:12]([O:13][CH2:14][C:15]2[CH:20]=[CH:19][CH:18]=[CH:17][CH:16]=2)=[C:11]([OH:21])[N:10]=[C:9]([CH2:22][C:23]2[CH:28]=[CH:27][CH:26]=[CH:25][C:24]=2[Br:29])[N:8]=1)=[O:6].C1(P(C2C=CC=CC=2)C2C=CC=CC=2)C=CC=CC=1.CCOC(/N=N/C(OCC)=O)=O>ClCCl>[CH2:14]([O:13][C:12]1[C:11](=[O:21])[N:10]=[C:9]([CH2:22][C:23]2[CH:28]=[CH:27][CH:26]=[CH:25][C:24]=2[Br:29])[N:8]2[CH2:2][CH2:3][N:4]([CH:30]([CH3:32])[CH3:31])[C:5](=[O:6])[C:7]=12)[C:15]1[CH:16]=[CH:17][CH:18]=[CH:19][CH:20]=1. Starting materials: S(O)(O)(=O)=O (sulfuric acid), ice, N([C@@H](CC(N)=O)C(=O)O)C(=O)OCC1C2=CC=CC=C2C2=CC=CC=C12 (Fmoc-Asn-OH), C1(=CC=CC=C1)C(O)(C1=CC=CC=C1)C1=CC=CC=C1 (triphenylmethanol), C(C)(=O)OC(C)=O (acetic anhydride). Run in C(C)(=O)O (acetic acid), C(C)(=O)O (acetic acid). Conditions: time 15 minute. Product: N([C@@H](CC(NC(C1=CC=CC=C1)(C1=CC=CC=C1)C1=CC=CC=C1)=O)C(=O)O)C(=O)OCC1C2=CC=CC=C2C2=CC=CC=C12 (Fmoc-Asn(Trt)-OH). RXN SMILES: [NH:1]([C:10]([O:12][CH2:13][CH:14]1[C:26]2[C:21](=[CH:22][CH:23]=[CH:24][CH:25]=2)[C:20]2[C:15]1=[CH:16][CH:17]=[CH:18][CH:19]=2)=[O:11])[C@H:2]([C:7]([OH:9])=[O:8])[CH2:3][C:4](=[O:6])[NH2:5].[C:27]1([C:33]([C:41]2[CH:46]=[CH:45][CH:44]=[CH:43][CH:42]=2)([C:35]2[CH:40]=[CH:39][CH:38]=[CH:37][CH:36]=2)O)[CH:32]=[CH:31][CH:30]=[CH:29][CH:28]=1.C(OC(=O)C)(=O)C.S(=O)(=O)(O)O>C(O)(=O)C>[NH:1]([C:10]([O:12][CH2:13][CH:14]1[C:26]2[C:21](=[CH:22][CH:23]=[CH:24][CH:25]=2)[C:20]2[C:15]1=[CH:16][CH:17]=[CH:18][CH:19]=2)=[O:11])[C@H:2]([C:7]([OH:9])=[O:8])[CH2:3][C:4](=[O:6])[NH:5][C:33]([C:27]1[CH:32]=[CH:31][CH:30]=[CH:29][CH:28]=1)([C:41]1[CH:42]=[CH:43][CH:44]=[CH:45][CH:46]=1)[C:35]1[CH:36]=[CH:37][CH:38]=[CH:39][CH:40]=1. Procedure details: A suspension of 3.54 g of Fmoc-Asn-OH (10 mmol) and 5.2 g of triphenylmethanol (20 mmol) in 30 ml of acetic acid and 1.9 ml of acetic anhydride (20 mmol) is stirred at 50° for 15 minutes and then a solution of 0.05 ml of conc. sulfuric acid in 5 ml of acetic acid is added. After about one hour at 50° C. a solution forms, and after 11/2 hours a precipitate starts to form. After 3 hours, 200 ml of ice-cold water are slowly added to the suspension, while cooling in ice, the mixture is briefly stirr...